From a dataset of the Open Reaction Database (ORD), a public repository of structured organic reaction records. describe an organic reaction: reactants, conditions, products, and yield Reactants: CCOC(C)=O, COc1cc2c(cc1C)CC=C2C#N, [H][H]. Product: COc1cc2c(cc1C)CCC2C#N. Reaction SMILES: [CH3:17][CH2:18][O:19][C:20](=[O:21])[CH3:22].[CH3:1][O:2][c:3]1[cH:4][c:5]2[c:9]([cH:10][c:11]1[CH3:12])[CH2:8][CH:7]=[C:6]2[C:13]#[N:14].[H:15][H:16]>>[CH3:1][O:2][c:3]1[cH:4][c:5]2[c:9]([cH:10][c:11]1[CH3:12])[CH2:8][CH2:7][CH:6]2[C:13]#[N:14]. Starting materials: [BH4-], CC#N, CC(C)O, CC(N)C(=O)c1c[nH]c2ccccc12, [Na+]. Yields the product CC(N)Cc1c[nH]c2ccccc12. Reaction SMILES: [BH4-:15].[CH3:17][C:18]#[N:19].[CH:20]([OH:21])([CH3:22])[CH3:23].[NH2:1][CH:2]([C:3](=[O:4])[c:5]1[cH:6][nH:7][c:8]2[cH:9][cH:10][cH:11][cH:12][c:13]12)[CH3:14].[Na+:16]>>[NH2:1][CH:2]([CH2:3][c:5]1[cH:6][nH:7][c:8]2[cH:9][cH:10][cH:11][cH:12][c:13]12)[CH3:14]. Reactants: [H][H] (hydrogen), Cl.C(C1=CC=CC=C1)OC=1C=C(C=CC1)C1=C(C=C(C=C1)Cl)N1C(CN(CC1)CC1=CN=CN1CC1=CC(=C(C=C1)C#N)F)=O (1-[2-(3-(Benzyloxy)phenyl)-5-chlorophenyl]-4-[1-(4-cyano-3-fluorobenzyl)-5-imidazolylmethyl]-2-piperazinone Hydrochloride), FC(C(=O)O)(F)F (trifluoroacetic acid). Reagents/catalysts: [Pd] (palladium on carbon). Solvent: CO.CCOC(=O)C (MeOH EtOAc). Reaction conditions: time 4 hour. The product is FC(C(=O)O)(F)F.OC=1C=C(C=CC1)C1=C(C=C(C=C1)Cl)N1C(CN(CC1)CC1=CN=CN1CC1=CC(=C(C=C1)C#N)F)=O (1-[2-(3-Hydroxyphenyl)-5-chlorophenyl]-4-[1-(4-cyano-3-fluorobenzyl)-5-imidazolylmethyl]-2-piperazinone Trifluoroacetate). Reaction SMILES: Cl.C([O:9][C:10]1[CH:11]=[C:12]([C:16]2[CH:21]=[CH:20][C:19]([Cl:22])=[CH:18][C:17]=2[N:23]2[CH2:28][CH2:27][N:26]([CH2:29][C:30]3[N:34]([CH2:35][C:36]4[CH:41]=[CH:40][C:39]([C:42]#[N:43])=[C:38]([F:44])[CH:37]=4)[CH:33]=[N:32][CH:31]=3)[CH2:25][C:24]2=[O:45])[CH:13]=[CH:14][CH:15]=1)C1C=CC=CC=1.[F:46][C:47]([F:52])([F:51])[C:48]([OH:50])=[O:49].[H][H]>CO.CCOC(C)=O.[Pd]>[F:46][C:47]([F:52])([F:51])[C:48]([OH:50])=[O:49].[OH:9][C:10]1[CH:11]=[C:12]([C:16]2[CH:21]=[CH:20][C:19]([Cl:22])=[CH:18][C:17]=2[N:23]2[CH2:28][CH2:27][N:26]([CH2:29][C:30]3[N:34]([CH2:35][C:36]4[CH:41]=[CH:40][C:39]([C:42]#[N:43])=[C:38]([F:44])[CH:37]=4)[CH:33]=[N:32][CH:31]=3)[CH2:25][C:24]2=[O:45])[CH:13]=[CH:14][CH:15]=1 |f:0.1,4.5,7.8|. Reported procedure: To a solution of the crude product from Step F (ca 1.68 mmol) in 25 mL of 1:1 MeOH/EtOAc was added trifluoroacetic acid (0.10 mL) and 10% palladium on carbon (800 mg). The solution was stirred under a balloon atmosphere of hydrogen at room temperature. After 4 hours, the solution was filtered through celite, the filter pad was rinsed with 1:1 MeOH/THF, and the filtrate was concentrated in vacuo. The crude material containing the titled product was used in the next reaction without further purifi...